Dataset: the Open Reaction Database (ORD), a public repository of structured organic reaction records. Task: describe an organic reaction: reactants, conditions, products, and yield Starting materials: BrC1=C(C=C(C(=C1)F)F)C1=CC=C(C=C1)S(=O)(=O)C (1-bromo-4,5-difluoro-2-[4-(methylsulfonyl)phenyl]benzene), CC1=CC=C(C=C1)B(O)O (4-methylphenylboronic acid). Product: FC1=C(C=C(C(=C1)C1=CC=C(C=C1)S(=O)(=O)C)C1=CC=C(C=C1)C)F (1,2-difluoro-4-(4-methylphenyl)-5-[4-(methylsulfonyl)phenyl]benzene). Isolated yield 96.5%. Reaction SMILES: Br[C:2]1[CH:7]=[C:6]([F:8])[C:5]([F:9])=[CH:4][C:3]=1[C:10]1[CH:15]=[CH:14][C:13]([S:16]([CH3:19])(=[O:18])=[O:17])=[CH:12][CH:11]=1.[CH3:20][C:21]1[CH:26]=[CH:25][C:24](B(O)O)=[CH:23][CH:22]=1>>[F:9][C:5]1[CH:4]=[C:3]([C:10]2[CH:15]=[CH:14][C:13]([S:16]([CH3:19])(=[O:18])=[O:17])=[CH:12][CH:11]=2)[C:2]([C:24]2[CH:25]=[CH:26][C:21]([CH3:20])=[CH:22][CH:23]=2)=[CH:7][C:6]=1[F:8]. Procedure details: Following the general procedure outlined in Synthetic Scheme VI, 2.56 g (7.37 mmol) of 1-bromo-4,5-difluoro-2-[(4-methylsulfonyl)phenyl]benzene (Example 18, Step 2) was reacted with 1.35 g (9.93 mmol) of 4-methylphenylboronic acid. Purification by silica gel chromatography (MPLC) with ethyl acetate/hexane (3:7) gave 2.55 g (97%) of 1,2-difluoro-4-(4-methylphenyl)-5-[4-(methylsulfonyl)phenyl]benzene as a colorless solid: mp 147.0-148.0° C.; NMR (CDCl3) δ 2.32 (s, 3H), 3.05 (s, 3H), 6.92 (d, J=8 H... The reactants are C1CCOC1, CP(C)C, N#Cc1cc(CN=[N+]=[N-])cc(C(F)(F)F)c1. Yields the product N#Cc1cc(CN)cc(C(F)(F)F)c1. Reaction SMILES: [CH2:21]1[O:22][CH2:23][CH2:24][CH2:25]1.[CH3:17][P:18]([CH3:19])[CH3:20].[N:1](=[N+:2]=[N-:3])[CH2:4][c:5]1[cH:6][c:7]([C:8]#[N:9])[cH:10][c:11]([C:13]([F:14])([F:15])[F:16])[cH:12]1>>[NH2:1][CH2:4][c:5]1[cH:6][c:7]([C:8]#[N:9])[cH:10][c:11]([C:13]([F:14])([F:15])[F:16])[cH:12]1. Starting materials: COC(C1=C(C=C2CCCNC2=N1)I)OC (7-(dimethoxymethyl)-6-iodo-1,2,3,4-tetrahydro-1,8-naphthyridine), COC(C1=C(C=C2CCCNC2=N1)I)OC (7-(dimethoxymethyl)-6-iodo-1,2,3,4-tetrahydro-1,8-naphthyridine), C(OC1=CC=CC=C1)(OC1=CC=CC=C1)=O (diphenyl carbonate), [Li+].C[Si](C)(C)[N-][Si](C)(C)C (LHMDS). Solvent: C1CCOC1 (THF). Conditions: time 2 hour. The product is COC(C1=C(C=C2CCCN(C2=N1)C(=O)OC1=CC=CC=C1)I)OC (phenyl 7-(dimethoxymethyl)-6-iodo-3,4-dihydro-1,8-naphthyridine-1(2H)-carboxylate). RXN SMILES: [CH3:1][O:2][CH:3]([O:15][CH3:16])[C:4]1[N:13]=[C:12]2[C:7]([CH2:8][CH2:9][CH2:10][NH:11]2)=[CH:6][C:5]=1[I:14].[C:17](=O)([O:25]C1C=CC=CC=1)[O:18][C:19]1[CH:24]=[CH:23][CH:22]=[CH:21][CH:20]=1.[Li+].C[Si]([N-][Si](C)(C)C)(C)C>C1COCC1>[CH3:16][O:15][CH:3]([O:2][CH3:1])[C:4]1[N:13]=[C:12]2[C:7]([CH2:8][CH2:9][CH2:10][N:11]2[C:17]([O:18][C:19]2[CH:24]=[CH:23][CH:22]=[CH:21][CH:20]=2)=[O:25])=[CH:6][C:5]=1[I:14] |f:2.3|. Reported procedure: A solution of 7-(dimethoxymethyl)-6-iodo-1,2,3,4-tetrahydro-1,8-naphthyridine (intermediate 52, 97 mg, 0.290 mmol) and diphenyl carbonate (74.6 mg, 0.348 mmol) in THF (2.5 ml) at −78° C. was treated with LHMDS (1 M in THF, 0.334 ml, 0.334 mmol) and stirred for 2 h. The reaction was then allowed to warm to room temperature over 20 min, quenched by addition of sat. aq. NH4Cl and extracted with DCM (2×). The organic layer was dried over Na2SO4, filtered and concentrated. The crude material was puri... Starting materials: [C-]#N (cyanide), Heterocycles, COS(=O)(=O)[O-].CC=1C=[N+](C=CC1)OC (3-methyl-1-methoxypyridinium methylsulfate). Product: CC=1C(=NC=CC1)C#N (3-methyl-2-cyanopyridine), C(#N)C1=CC=NC=C1 (4-cyanopyridine). Reaction SMILES: COS([O-])(=O)=O.[CH3:7][C:8]1[CH:9]=[N+:10](OC)[CH:11]=[CH:12][CH:13]=1.[C-:16]#[N:17]>>[CH3:7][C:8]1[C:9]([C:16]#[N:17])=[N:10][CH:11]=[CH:12][CH:13]=1.[C:16]([C:13]1[CH:8]=[CH:9][N:10]=[CH:11][CH:12]=1)#[N:17] |f:0.1|. Procedure details: It has been reported by Fife et al , Heterocycles 22:1121-4(1984) that 3-methyl-1-methoxypyridinium methylsulfate reacted with cyanide ion to give 3-methyl-2-cyanopyridine and "high percentages" of the 4-cyanopyridine isomer. In Table 1 on page 1122, Fife et al. reported that the 4 cyano compound was obtained in 69% yield and 3-methyl2-cyanopyridine was obtained in 24% yield. Starting materials: C(C1=CC=CC=C1)OCCOC=1C=C(C=CC1OC)C1CCNC(O1)=O (6-[3-(2-benzyloxyethoxy)-4-methoxyphenyl]-3,4,5,6-tetrahydro-2H-1,3-oxazin-2-one), C1(CCCC1)OC=1C=C(C=CC1OC)C(C(C#N)(C)C)O (3-(3-cyclopentyloxy-4-methoxyphenyl)-2,2-dimethyl-3-hydroxypropiononitrile). The product is C1(CCCC1)OC=1C=C(C=CC1OC)C1C(CNC(O1)=O)(C)C (6-(3-cyclopentyloxy-4-methoxyphenyl)-5,5-dimethyl-3,4,5,6-tetrahydro-2H-1,3-oxazin-2-one). Yield: 54.3%. As a reaction SMILES: [CH2:1]([O:8]CCOC1C=C(C2OC(=O)NCC2)C=CC=1OC)C1C=CC=CC=1.[CH:27]1([O:32][C:33]2[CH:34]=[C:35]([CH:41]([OH:47])[C:42]([CH3:46])([CH3:45])[C:43]#[N:44])[CH:36]=[CH:37][C:38]=2[O:39][CH3:40])[CH2:31][CH2:30][CH2:29][CH2:28]1>>[CH:27]1([O:32][C:33]2[CH:34]=[C:35]([CH:41]3[O:47][C:1](=[O:8])[NH:44][CH2:43][C:42]3([CH3:45])[CH3:46])[CH:36]=[CH:37][C:38]=2[O:39][CH3:40])[CH2:28][CH2:29][CH2:30][CH2:31]1. Procedure details: According to the same procedure as in Example 1(2) to (3), using 3-(3-cyclopentyloxy-4-methoxyphenyl)-2,2-dimethyl-3-hydroxypropiononitrile instead of 3-(3,4-dimethoxyphenyl)-3-hydroxypropiononitrile, the above-described compound (yield 54.3%) was obtained as a colorless oil. The reactants are ClS(=O)(=O)C1=CC=2C3=C(C(NC2C=C1)=O)NC=C3C(=O)O (8-chlorosulfonyl-4-oxo-4,5-dihydro-3H-pyrrolo[2,3-c]quinoline-1-carboxylic acid), C(C1=CC=CC=C1)NC (benzyl-methylamine). Yields the product C(C1=CC=CC=C1)N(S(=O)(=O)C1=CC=2C3=C(C(NC2C=C1)=O)NC=C3)C.C(C)C(=O)[O-] (8-(benzyl-methyl-sulfamoyl)-4-oxo-4,5-dihydro-3H-pyrrolo[2,3-c]quinoline 1-ethyl carboxylate). Yield: 34.5%. Reaction SMILES: Cl[S:2]([C:5]1[CH:14]=[CH:13][C:12]2[NH:11][C:10](=[O:15])[C:9]3[NH:16][CH:17]=[C:18]([C:19]([OH:21])=[O:20])[C:8]=3[C:7]=2[CH:6]=1)(=[O:4])=[O:3].[CH2:22]([NH:29][CH3:30])[C:23]1[CH:28]=[CH:27][CH:26]=[CH:25][CH:24]=1>>[CH2:22]([N:29]([CH3:30])[S:2]([C:5]1[CH:14]=[CH:13][C:12]2[NH:11][C:10](=[O:15])[C:9]3[NH:16][CH:17]=[CH:18][C:8]=3[C:7]=2[CH:6]=1)(=[O:3])=[O:4])[C:23]1[CH:28]=[CH:27][CH:26]=[CH:25][CH:24]=1.[CH2:18]([C:19]([O-:21])=[O:20])[CH3:17] |f:2.3|. Reported procedure: This compound is prepared according to synthesis 25, from 150 mg (0.46 mmol) of 8-chlorosulfonyl-4-oxo-4,5-dihydro-3H-pyrrolo[2,3-c]quinoline-1-carboxylic acid (synthesis 2) and 71 μL (0.55 mmol) of benzyl-methylamine. After purification by chromatography on silica (eluent dichloromethane/methanol 95/5) then trituration in methanol, 35 mg (17%) of 8-(benzyl-methyl-sulfamoyl)-4-oxo-4,5-dihydro-3H-pyrrolo[2,3-c]quinoline-1-ethyl carboxylate is obtained in the form of a white solid. Reactants: N1=CC=C(C=C1)C=CC=1C=C(C=NC1)OC[C@H]1N(CC1)C(=O)OC(C)(C)C (5-(2-(4-pyridinyl)ethenyl)-3-(1-BOC-2-(S)-azetidinylmethoxy)pyridine). The reagents and catalysts are [Pd] (Pd/C). The solvent is CO (MeOH). Reaction conditions: time 40 hour. The product is N1=CC=C(C=C1)CCC=1C=C(C=NC1)OC[C@H]1N(CC1)C(=O)OC(C)(C)C (5-(2-(4-Pyridinyl)ethyl)-3-(1-BOC-2-(S)-azetidinylmethoxy)pyridine). Isolated yield 81.7%. As a reaction SMILES: [N:1]1[CH:6]=[CH:5][C:4]([CH:7]=[CH:8][C:9]2[CH:10]=[C:11]([O:15][CH2:16][C@@H:17]3[CH2:20][CH2:19][N:18]3[C:21]([O:23][C:24]([CH3:27])([CH3:26])[CH3:25])=[O:22])[CH:12]=[N:13][CH:14]=2)=[CH:3][CH:2]=1>CO.[Pd]>[N:1]1[CH:6]=[CH:5][C:4]([CH2:7][CH2:8][C:9]2[CH:10]=[C:11]([O:15][CH2:16][C@@H:17]3[CH2:20][CH2:19][N:18]3[C:21]([O:23][C:24]([CH3:27])([CH3:26])[CH3:25])=[O:22])[CH:12]=[N:13][CH:14]=2)=[CH:3][CH:2]=1. Reported procedure: To a solution of 5-(2-(4-pyridinyl)ethenyl)-3-(1-BOC-2-(S)-azetidinylmethoxy)pyridine from Example 59a (188 mg, 0.51 mmol) in MeOH (10 mL) was added Pd/C (20 mg), and the mixture was stirred at room temperature for 40 hours. The catalyst was filtered off, and the solvent was removed under vacuum. The residue was chromatographed on a silica gel column, eluting with CH2Cl2 :MeOH 10:2 to 10:5 to afford the title compound (154 mg). MS (CI/NH3) m/z 370 (M+H)+. 1H NMR (CDCl3, 300 MHz) δ1.42 (s, 9H), 2...